Task: describe an organic reaction: reactants, conditions, products, and yield. Dataset: the Open Reaction Database (ORD), a public repository of structured organic reaction records The reactants are C(#N)C1=C(C=NN1C1=CC(=CC=C1)F)C(=O)OCC (ethyl 5-cyano-1-(3-fluorophenyl)-4-pyrazolecarboxylate), Cl (hydrochloric acid), [OH-].[K+] (potassium hydroxide), C(C)O (ethanol). Solvent: O (water). Product: C(=O)(O)C=1C=NN(C1C(=O)N)C1=CC(=CC=C1)F (4-Carboxy-1-(3-fluorophenyl)-5-pyrazolecarboxamide). Reaction SMILES: [C:1]([C:3]1[N:7]([C:8]2[CH:13]=[CH:12][CH:11]=[C:10]([F:14])[CH:9]=2)[N:6]=[CH:5][C:4]=1[C:15]([O:17]CC)=[O:16])#[N:2].[OH-].[K+].C([OH:24])C.Cl>O>[C:15]([C:4]1[CH:5]=[N:6][N:7]([C:8]2[CH:13]=[CH:12][CH:11]=[C:10]([F:14])[CH:9]=2)[C:3]=1[C:1]([NH2:2])=[O:24])([OH:17])=[O:16] |f:1.2|. Procedure details: A 5.5 g. portion of ethyl 5-cyano-1-(3-fluorophenyl)-4-pyrazolecarboxylate and 4.7 g. of potassium hydroxide were dissolved in 100 ml. of ethanol at the reflux temperature and the mixture was stirred at that temperature for 2 hours. The mixture was then diluted to 350 ml. with cold water, and was heated slightly to obtain a solution which was made acid with concentrated hydrochloric acid. The product was precipitated by adding small amounts of ice, and the precipitated product was then collected... Yields the product C(C)OCCOC1=NC=C(C=C1)CO ([2-(2-Ethoxyethoxy)-5-pyridyl]-methanol). As a reaction SMILES: B.[CH2:2]([O:4][CH2:5][CH2:6][O:7][C:8]1[CH:16]=[CH:15][C:11]([C:12](O)=[O:13])=[CH:10][N:9]=1)[CH3:3].Cl>O1CCCC1>[CH2:2]([O:4][CH2:5][CH2:6][O:7][C:8]1[CH:16]=[CH:15][C:11]([CH2:12][OH:13])=[CH:10][N:9]=1)[CH3:3]. Reactants: Cl (hydrochloric acid), solution, B (borane), C(C)OCCOC1=NC=C(C(=O)O)C=C1 (6-(2-ethoxyethoxy)-nicotinic acid). Reaction conditions: time 3 hour. Solvent: O1CCCC1 (tetrahydrofuran), O1CCCC1 (tetrahydrofuran). Procedure details: 40 ml of a 1M solution of borane in tetrahydrofuran are added dropwise at 0° C. to a solution of 2.11 g (10 mmol) of 6-(2-ethoxyethoxy)-nicotinic acid in 40 ml of abs. tetrahydrofuran. The mixture is stirred at room temperature for 3 hours and then acidified with concentrated hydrochloric acid, while cooling, then stirred for 30 minutes and evaporated to dryness. The residue is partitioned between ethyl acetate and saturated sodium carbonate solution, and the aqueous phase is extracted once more... The reactants are C(C)I (Ethyl iodide), [N+](=O)([O-])C1=CC=C(CCNCCC2=CC=C(C=C2)[N+](=O)[O-])C=C1 (N-(4-Nitrophenethyl)-4-nitrophenethylamine), C([O-])([O-])=O.[K+].[K+] (potassium carbonate). Run in C(C)#N (acetonitrile). The product is [N+](=O)([O-])C1=CC=C(CCN(CCC2=CC=C(C=C2)[N+](=O)[O-])CC)C=C1 (N,N-Bis-(4-nitrophenethyl)ethylamine). RXN SMILES: [CH2:1](I)[CH3:2].[N+:4]([C:7]1[CH:26]=[CH:25][C:10]([CH2:11][CH2:12][NH:13][CH2:14][CH2:15][C:16]2[CH:21]=[CH:20][C:19]([N+:22]([O-:24])=[O:23])=[CH:18][CH:17]=2)=[CH:9][CH:8]=1)([O-:6])=[O:5].C(=O)([O-])[O-].[K+].[K+]>C(#N)C>[N+:4]([C:7]1[CH:8]=[CH:9][C:10]([CH2:11][CH2:12][N:13]([CH2:1][CH3:2])[CH2:14][CH2:15][C:16]2[CH:21]=[CH:20][C:19]([N+:22]([O-:24])=[O:23])=[CH:18][CH:17]=2)=[CH:25][CH:26]=1)([O-:6])=[O:5] |f:2.3.4|. Procedure details: Ethyl iodide (0.37 g) was added dropwise to the product of part (A) (0.75 g) and potassium carbonate (0.33 g) in acetonitrile (20 ml) and the reaction mixture was heated under reflux for 18 hours. The reaction mixture was then evaporated to dryness and the residue taken up in methylene chloride, washed twice with aqueous sodium carbonate, twice with brine, then dried (Na2SO4), filtered and evaporated to dryness. The resulting oil was purified by column chromatography on silica eluting with methy... The reactants are ClC1=CC(=C(C(=O)NC2=CC(=C(C=C2)OCCN2CCCC2)OC)C=C1)[N+](=O)[O-] (4-chloro-N-{3-methoxy-4-[2-(1-pyrrolidinyl)ethoxy]phenyl}-2-nitrobenzamide), O.O.[Sn](Cl)Cl (tin(II) chloride dihydrate). The solvent is C(C)O (ethanol). The product is NC1=C(C(=O)NC2=CC(=C(C=C2)OCCN2CCCC2)OC)C=CC(=C1)Cl (2-amino-4-chloro-N-{3-methoxy-4-[2-(1-pyrrolidinyl)ethoxy]phenyl}benzamide). Isolated yield 97.0%. RXN SMILES: [Cl:1][C:2]1[CH:26]=[CH:25][C:5]([C:6]([NH:8][C:9]2[CH:14]=[CH:13][C:12]([O:15][CH2:16][CH2:17][N:18]3[CH2:22][CH2:21][CH2:20][CH2:19]3)=[C:11]([O:23][CH3:24])[CH:10]=2)=[O:7])=[C:4]([N+:27]([O-])=O)[CH:3]=1.O.O.[Sn](Cl)Cl>C(O)C>[NH2:27][C:4]1[CH:3]=[C:2]([Cl:1])[CH:26]=[CH:25][C:5]=1[C:6]([NH:8][C:9]1[CH:14]=[CH:13][C:12]([O:15][CH2:16][CH2:17][N:18]2[CH2:19][CH2:20][CH2:21][CH2:22]2)=[C:11]([O:23][CH3:24])[CH:10]=1)=[O:7] |f:1.2.3|. Procedure: To a solution of 4-chloro-N-{3-methoxy-4-[2-(1-pyrrolidinyl)ethoxy]phenyl}-2-nitrobenzamide (11.9 mmol, 5.0 g) in ethanol was added tin(II) chloride dihydrate (35.8 mmol, 8.1 g). The resulting mixture was heated to reflux for 4 h and then concentrated by rotary evaporation. The residue was dissolved in ethyl acetate and was washed with potassium sodium tartrate tetrahydrate solution repeatedly. The crude product was first extracted with 2N HCl, then made basic by adding NaOH with ice cooling. Th... Starting materials: C(#N)[BH3-].[Na+] (sodium cyanoborohydride), CC1=C(C(NC(=C1)C)=O)CNC(C1=C(C(=CC(=C1)C=1C=NC(=CC1)C=O)N(C1CCOCC1)C)C)=O (N-((4,6-dimethyl-2-oxo-1,2-dihydropyridin-3-yl)methyl)-5-(6-formylpyridin-3-yl)-2-methyl-3-(methyl(tetrahydro-2H-pyran-4-yl)amino)benzamide), N1CCOCC1 (morpholine), C(C)(=O)O (acetic acid). The solvent is CO (methanol). Run at time 18 hour. Product: CC1=C(C(NC(=C1)C)=O)CNC(C1=C(C(=CC(=C1)C=1C=NC(=CC1)CN1CCOCC1)N(C1CCOCC1)C)C)=O (N-((4,6-dimethyl-2-oxo-1,2-dihydropyridin-3-yl)methyl)-2-methyl-3-(methyl(tetrahydro-2H-pyran-4-yl)amino)-5-(6-(morpholinomethyl)pyridin-3-yl)benzamide). Isolated yield 70.0%. Reaction SMILES: [CH3:1][C:2]1[CH:7]=[C:6]([CH3:8])[NH:5][C:4](=[O:9])[C:3]=1[CH2:10][NH:11][C:12](=[O:36])[C:13]1[CH:18]=[C:17]([C:19]2[CH:20]=[N:21][C:22]([CH:25]=O)=[CH:23][CH:24]=2)[CH:16]=[C:15]([N:27]([CH3:34])[CH:28]2[CH2:33][CH2:32][O:31][CH2:30][CH2:29]2)[C:14]=1[CH3:35].[NH:37]1[CH2:42][CH2:41][O:40][CH2:39][CH2:38]1.C(O)(=O)C.C([BH3-])#N.[Na+]>CO>[CH3:1][C:2]1[CH:7]=[C:6]([CH3:8])[NH:5][C:4](=[O:9])[C:3]=1[CH2:10][NH:11][C:12](=[O:36])[C:13]1[CH:18]=[C:17]([C:19]2[CH:20]=[N:21][C:22]([CH2:25][N:37]3[CH2:42][CH2:41][O:40][CH2:39][CH2:38]3)=[CH:23][CH:24]=2)[CH:16]=[C:15]([N:27]([CH3:34])[CH:28]2[CH2:29][CH2:30][O:31][CH2:32][CH2:33]2)[C:14]=1[CH3:35] |f:3.4|. Procedure: To a stirred solution of N-((4,6-dimethyl-2-oxo-1,2-dihydropyridin-3-yl)methyl)-5-(6-formylpyridin-3-yl)-2-methyl-3-(methyl(tetrahydro-2H-pyran-4-yl)amino)benzamide (1 equiv.) and morpholine (5 equiv.) in methanol (10 mL), acetic acid (2 equiv.) was added and reaction stirred at room temperature for 18 h. Then sodium cyanoborohydride (2.5 equiv.) was added at 0° C. and reaction stirred overnight at room temperature. On completion, solvent was removed under reduced pressure and crude material was... Reactants: CN(C=O)C (N,N-dimethylformamide), S(=O)(=O)(Cl)Cl (sulfuryl chloride), O1CCC2=C1C=CC=C2 (2,3-dihydrobenzofuran), water ice dichloromethane. The solvent is 1/5/1. Conditions: time 8 hour. Yields the product O1CCC2=C1C=CC(=C2)S(=O)(=O)N (2,3-Dihydrobenzofuran-5-sulfonamide). Yield: 45.2%. As a reaction SMILES: C[N:2](C)C=O.[S:6](Cl)(Cl)(=[O:8])=[O:7].[O:11]1[C:15]2[CH:16]=[CH:17][CH:18]=[CH:19][C:14]=2[CH2:13][CH2:12]1>>[O:11]1[C:15]2[CH:16]=[CH:17][C:18]([S:6]([NH2:2])(=[O:8])=[O:7])=[CH:19][C:14]=2[CH2:13][CH2:12]1. Procedure details: This compound was prepared essentially according to the teachings of J. A. Aikins, et al., European Patent Publication 254,577, published Jan. 27, 1988. N,N-dimethylformamide (23.0 ml, 297 mmol) was cooled in an ice-salt bath and treated dropwise with sulfuryl chloride (20.0 g, 148 mmol) at such a rate that the reaction temperature was maintained below 15° C. To this was added 2,3-dihydrobenzofuran (17.0 g, 142 mmol), and after warming to room temperature, the reaction mixture was rapidly heated... The reactants are C(O)([O-])=O.[Na+] (sodium hydrogen carbonate), C1(CC1)C=1C(=NC=CC1)C(=O)OC (methyl 3-cyclopropylpyridine-2-carboxylate), C1(=CC=CC=C1)P(=O)(C1=CC=CC=C1)N=[N+]=[N-] (diphenylphosphoryl azide), aqueous solution, [OH-].[Na+] (sodium hydroxide). Solvent: CN(C=O)C (N,N-dimethylformamide), O1CCOCC1 (1,4-dioxane), CO (methanol), C(C)N(CC)CC (triethylamine), C(C)(C)(C)O (t-butanol). Run at temperature 50 celsius, time 30 minute. Product: C1(CC1)C=1C(=NC=CC1)N (3-cyclopropylpyridine-2-amine). As a reaction SMILES: [CH:1]1([C:4]2[C:5](C(OC)=O)=[N:6][CH:7]=[CH:8][CH:9]=2)[CH2:3][CH2:2]1.[OH-].[Na+].C1(P([N:30]=[N+]=[N-])(C2C=CC=CC=2)=O)C=CC=CC=1.C(=O)([O-])O.[Na+]>CO.CN(C)C=O.O1CCOCC1.C(O)(C)(C)C.C(N(CC)CC)C>[CH:1]1([C:4]2[C:5]([NH2:30])=[N:6][CH:7]=[CH:8][CH:9]=2)[CH2:3][CH2:2]1 |f:1.2,4.5|. Procedure details: 360 mg of the methyl 3-cyclopropylpyridine-2-carboxylate [121-4] was dissolved in 4 mL of methanol, then 4 mL of 1N aqueous solution of sodium hydroxide was added thereto, and stirred at 50° C. for 30 minutes. The reaction solution was concentrated under reduced pressure, and the thus obtained residue was subjected to azeotrope twice with toluene to obtain a white solid. The obtained solid was dissolved in a mixture solvent of 4 mL of N,N-dimethylformamide and 3 mL of 1,4-dioxane, then 736 μL of... Reactants: CN(C(=O)C1=C(C(=C(N1C1=CC=C(C=C1)OC)C(=O)OCC)O)O)C (ethyl 5-(dimethylcarbamoyl)-3,4-dihydroxy-1-(4-methoxyphenyl)-1H-pyrrole-2-carboxylate), ClC(=O)OCC(C)C (Isobutyl chloroformate), COCCC(=O)O (3-methoxypropanoic acid), CN1CCOCC1 (4-methylmorpholine). Solvent: C(Cl)Cl (DCM), C(Cl)Cl (DCM). Reaction conditions: time 20 minute. The product is COCCC(=O)OC1=C(N(C(=C1OC(CCOC)=O)C(=O)OCC)C1=CC=C(C=C1)OC)C(N(C)C)=O (2-(dimethylcarbamoyl)-5-(ethoxycarbonyl)-1-(4-methoxyphenyl)-1H-pyrrole-3,4-diyl bis(3-methoxypropanoate)). Isolated yield 40.0%. Reaction SMILES: Cl[C:2]([O:4][CH2:5][CH:6]([CH3:8])C)=O.[CH3:9][O:10][CH2:11][CH2:12][C:13]([OH:15])=[O:14].CN1CC[O:20]CC1.[CH3:23][N:24]([CH3:47])[C:25]([C:27]1[N:31]([C:32]2[CH:37]=[CH:36][C:35]([O:38][CH3:39])=[CH:34][CH:33]=2)[C:30]([C:40]([O:42][CH2:43][CH3:44])=[O:41])=[C:29]([OH:45])[C:28]=1O)=[O:26]>C(Cl)Cl>[CH3:9][O:10][CH2:11][CH2:12][C:13]([O:15][C:28]1[C:29]([O:45][C:8](=[O:20])[CH2:6][CH2:5][O:4][CH3:2])=[C:30]([C:40]([O:42][CH2:43][CH3:44])=[O:41])[N:31]([C:32]2[CH:37]=[CH:36][C:35]([O:38][CH3:39])=[CH:34][CH:33]=2)[C:27]=1[C:25](=[O:26])[N:24]([CH3:23])[CH3:47])=[O:14]. Reported procedure: Isobutyl chloroformate (410 μL, 3.16 mmol) was added dropwise to a stirred solution of 3-methoxypropanoic acid (297 μL, 3.16 mmol) and 4-methylmorpholine (790 μL, 7.18 mmol) in DCM (20 mL) at −15° C. and the reaction mixture was allowed to stir for 20 min. A solution of ethyl 5-(dimethylcarbamoyl)-3,4-dihydroxy-1-(4-methoxyphenyl)-1H-pyrrole-2-carboxylate (UL1-012) (0.5 g, 1.44 mmol) in DCM (20 mL) was added, and the reaction allowed to warm to RT and stirred for 18 h. The solvents were removed ... Starting materials: CCOc1ccc([Sn](C)(C)C)cn1, [Cl-], Fc1cccc(F)c1C1=NC(c2ccc(Br)cc2)CO1, [Li+], C1COCCO1, c1ccc(P(c2ccccc2)(c2ccccc2)[Pd](P(c2ccccc2)(c2ccccc2)c2ccccc2)(P(c2ccccc2)(c2ccccc2)c2ccccc2)P(c2ccccc2)(c2ccccc2)c2ccccc2)cc1. The product is CCOc1ccc(-c2ccc(C3COC(c4c(F)cccc4F)=N3)cc2)cn1. As a reaction SMILES: [CH2:21]([CH3:22])[O:23][c:24]1[n:25][cH:26][c:27]([Sn:30]([CH3:31])([CH3:32])[CH3:33])[cH:28][cH:29]1.[Cl-:35].[F:1][c:2]1[c:3]([C:9]2=[N:13][CH:12]([c:14]3[cH:15][cH:16][c:17]([Br:20])[cH:18][cH:19]3)[CH2:11][O:10]2)[c:4]([F:8])[cH:5][cH:6][cH:7]1.[Li+:34].[O:36]1[CH2:37][CH2:38][O:39][CH2:40][CH2:41]1.[cH:42]1[cH:43][cH:44][c:45]([P:46]([Pd:47]([P:48]([c:49]2[cH:50][cH:51][cH:52][cH:53][cH:54]2)([c:55]2[cH:56][cH:57][cH:58][cH:59][cH:60]2)[c:61]2[cH:62][cH:63][cH:64][cH:65][cH:66]2)([P:67]([c:68]2[cH:69][cH:70][cH:71][cH:72][cH:73]2)([c:74]2[cH:75][cH:76][cH:77][cH:78][cH:79]2)[c:80]2[cH:81][cH:82][cH:83][cH:84][cH:85]2)[P:86]([c:87]2[cH:88][cH:89][cH:90][cH:91][cH:92]2)([c:93]2[cH:94][cH:95][cH:96][cH:97][cH:98]2)[c:99]2[cH:100][cH:101][cH:102][cH:103][cH:104]2)([c:105]2[cH:106][cH:107][cH:108][cH:109][cH:110]2)[c:111]2[cH:112][cH:113][cH:114][cH:115][cH:116]2)[cH:117][cH:118]1>>[F:1][c:2]1[c:3]([C:9]2=[N:13][CH:12]([c:14]3[cH:15][cH:16][c:17](-[c:27]4[cH:26][n:25][c:24]([O:23][CH2:21][CH3:22])[cH:29][cH:28]4)[cH:18][cH:19]3)[CH2:11][O:10]2)[c:4]([F:8])[cH:5][cH:6][cH:7]1. The reactants are C(C)(C)(C)C1=C(C(=CC=C1)C(C)(C)C)O (2,6-di-tert-butylphenol), [S-]C#N.[NH4+] (ammonium thiocyanate), ClCl (chlorine). The solvent is CO (methanol). Reaction conditions: temperature 0 celsius. Yields the product CC(C)(C)C=1C=C(C=C(C1O)C(C)(C)C)SC#N (3,5-bis(1,1-dimethylethyl)-4-hydroxyphenyl thiocyanate). RXN SMILES: [C:1]([C:5]1[CH:10]=[CH:9][CH:8]=[C:7]([C:11]([CH3:14])([CH3:13])[CH3:12])[C:6]=1[OH:15])([CH3:4])([CH3:3])[CH3:2].[S-:16][C:17]#[N:18].[NH4+].ClCl>CO>[CH3:12][C:11]([C:7]1[CH:8]=[C:9]([S:16][C:17]#[N:18])[CH:10]=[C:5]([C:1]([CH3:4])([CH3:3])[CH3:2])[C:6]=1[OH:15])([CH3:14])[CH3:13] |f:1.2|. Reported procedure: A mixture of 2,6-di-tert-butylphenol (474g, 2.30 mole) and ammonium thiocyanate (76.12g, 4.83 mole) in methanol (1200ml) was stirred with cooling at 0° C. While the temperature was maintained at 0°to 10° C., chlorine gas was slowly bubbled through the mixture for about 1 hour, during which time the reaction mixture became a heterogeneous yellow color. Ammonia was then bubbled through the mixture for about 1.5 hours, during which time the reaction mixture was maintained at a temperature of betwee...